From a dataset of the Open Reaction Database (ORD), a public repository of structured organic reaction records. describe an organic reaction: reactants, conditions, products, and yield Starting materials: COC(=O)c1ccccc1NC(=O)C=Cc1ccc2cc(F)ccc2c1, CO, [Na+], [OH-]. The product is O=C(C=Cc1ccc2cc(F)ccc2c1)Nc1ccccc1C(=O)O. RXN SMILES: [CH3:1][O:2][C:3](=[O:4])[c:5]1[c:6]([NH:11][C:12]([CH:13]=[CH:14][c:15]2[cH:16][c:17]3[cH:18][cH:19][c:20]([F:25])[cH:21][c:22]3[cH:23][cH:24]2)=[O:26])[cH:7][cH:8][cH:9][cH:10]1.[CH3:29][OH:30].[Na+:28].[OH-:27]>>[O:2]=[C:3]([OH:4])[c:5]1[c:6]([NH:11][C:12]([CH:13]=[CH:14][c:15]2[cH:16][c:17]3[cH:18][cH:19][c:20]([F:25])[cH:21][c:22]3[cH:23][cH:24]2)=[O:26])[cH:7][cH:8][cH:9][cH:10]1. Reaction SMILES: [CH3:23][C:24](=[O:25])[O:26][C:27](=[O:28])[CH3:29].[Cl:30][CH2:31][Cl:32].[NH2:1][c:2]1[cH:3][c:4]([NH:18][C:19](=[O:20])[O:21][CH3:22])[cH:5][c:6]2[c:7]1[nH:8][c:9](-[c:11]1[cH:12][cH:13][c:14]([Br:17])[cH:15][cH:16]1)[n:10]2>>[NH:1]([c:2]1[cH:3][c:4]([NH:18][C:19](=[O:20])[O:21][CH3:22])[cH:5][c:6]2[c:7]1[nH:8][c:9](-[c:11]1[cH:12][cH:13][c:14]([Br:17])[cH:15][cH:16]1)[n:10]2)[C:24]([CH3:23])=[O:25]. The product is COC(=O)Nc1cc(NC(C)=O)c2[nH]c(-c3ccc(Br)cc3)nc2c1. The reactants are CC(=O)OC(C)=O, ClCCl, COC(=O)Nc1cc(N)c2[nH]c(-c3ccc(Br)cc3)nc2c1. Reactants: [BH4-], COc1cc(C)c2cc(C(C)=O)ccc2c1C, CO, [Na+]. Product: COc1cc(C)c2cc(C(C)O)ccc2c1C. Reaction SMILES: [BH4-:1].[C:3]([CH3:4])(=[O:5])[c:6]1[cH:7][c:8]2[c:9]([CH3:19])[cH:10][c:11]([O:17][CH3:18])[c:12]([CH3:16])[c:13]2[cH:14][cH:15]1.[CH3:20][OH:21].[Na+:2]>>[CH:3]([CH3:4])([OH:5])[c:6]1[cH:7][c:8]2[c:9]([CH3:19])[cH:10][c:11]([O:17][CH3:18])[c:12]([CH3:16])[c:13]2[cH:14][cH:15]1.